Dataset: the Open Reaction Database (ORD), a public repository of structured organic reaction records. Task: describe an organic reaction: reactants, conditions, products, and yield Run in N1=CC=CC=C1 (pyridine), N1=CC=CC=C1 (pyridine). The reactants are O (Water), NC1=CC=CC2=C1C(=C(O2)C(=O)NC2=NC=C(C=C2)Cl)NC(=O)[C@@H]2CC[C@H](CC2)N2C(CCC2)=O (Trans-4-amino-3-[4-(2-oxopyrrolidin-1-yl)-cyclohexylcarbonylamino]-N-(5-chloropyridin-2-yl)benzofuran-2-carboxamide), CS(=O)(=O)Cl (methanesulfonyl chloride), CS(=O)(=O)Cl (methanesulfonyl chloride). Procedure: Trans-4-amino-3-[4-(2-oxopyrrolidin-1-yl)cyclohexylcarbonylamino]-N-(5-chloropyridin-2-yl)benzofuran-2-carboxamide (27 mg) obtained in Example 426 is dissolved in pyridine (2 ml), and thereto is added methanesulfonyl chloride (7 μl) under ice-cooling. The mixture is stirred at room temperature overnight, and thereto are further added pyridine (3 ml) and methanesulfonyl chloride (500 μl) under ice-cooling. The mixture is stirred at room temperature for 6 hours. Water is added to the reaction solu... Run at time 8 hour. The product is CS(=O)(=O)NC1=CC=CC2=C1C(=C(O2)C(=O)NC2=NC=C(C=C2)Cl)NC(=O)[C@@H]2CC[C@H](CC2)N2C(CCC2)=O (Trans-4-methanesulfonylamino-3-[4-(2-oxopyrrolidin-1-yl)cyclohexylcarbonylamino]-N-(5-chloropyridin-2-yl)benzofuran-2-carboxamide). Reaction SMILES: [NH2:1][C:2]1[C:7]2[C:8]([NH:21][C:22]([C@H:24]3[CH2:29][CH2:28][C@H:27]([N:30]4[CH2:34][CH2:33][CH2:32][C:31]4=[O:35])[CH2:26][CH2:25]3)=[O:23])=[C:9]([C:11]([NH:13][C:14]3[CH:19]=[CH:18][C:17]([Cl:20])=[CH:16][N:15]=3)=[O:12])[O:10][C:6]=2[CH:5]=[CH:4][CH:3]=1.[CH3:36][S:37](Cl)(=[O:39])=[O:38].O>N1C=CC=CC=1>[CH3:36][S:37]([NH:1][C:2]1[C:7]2[C:8]([NH:21][C:22]([C@H:24]3[CH2:25][CH2:26][C@H:27]([N:30]4[CH2:34][CH2:33][CH2:32][C:31]4=[O:35])[CH2:28][CH2:29]3)=[O:23])=[C:9]([C:11]([NH:13][C:14]3[CH:19]=[CH:18][C:17]([Cl:20])=[CH:16][N:15]=3)=[O:12])[O:10][C:6]=2[CH:5]=[CH:4][CH:3]=1)(=[O:39])=[O:38]. Reactants: ClC=1N=C(C2=C(N1)SC=N2)Cl (5,7-dichlorothiazolo[5,4-d]pyrimidine), FC(C=1C=C(C=CC1)N)(F)F (3-(trifluoromethyl)benzenamine), CCN(C(C)C)C(C)C (DIEA), O (water). Solvent: CS(=O)C (DMSO). Run at time 5 hour. The product is desired product, ClC=1N=C(C2=C(N1)SC=N2)NC2=CC(=CC=C2)C(F)(F)F (5-chloro-N-(3-(trifluoromethyl)phenyl)thiazolo[5,4-d]pyrimidin-7-amine). Reaction SMILES: [Cl:1][C:2]1[N:3]=[C:4](Cl)[C:5]2[N:10]=[CH:9][S:8][C:6]=2[N:7]=1.[F:12][C:13]([F:22])([F:21])[C:14]1[CH:15]=[C:16]([NH2:20])[CH:17]=[CH:18][CH:19]=1.CCN(C(C)C)C(C)C.O>CS(C)=O>[Cl:1][C:2]1[N:3]=[C:4]([NH:20][C:16]2[CH:17]=[CH:18][CH:19]=[C:14]([C:13]([F:12])([F:21])[F:22])[CH:15]=2)[C:5]2[N:10]=[CH:9][S:8][C:6]=2[N:7]=1. Procedure details: To a stirred solution of 5,7-dichlorothiazolo[5,4-d]pyrimidine (300 mg, 1.45 mmol) and 3-(trifluoromethyl)benzenamine (304.8 mg, 1.89 mmol) in 10 mL of DMSO was added DIEA (282 mg, 2.18 mmol) in one portion at room temperature. Then the reaction mixture was stirred at room temperature for 5 hours. The reaction mixture was poured into 40 mL of water, and the solid obtained was filtered, rinsed with water, and dried. The desired product 5-chloro-N-(3-(trifluoromethyl)phenyl)thiazolo[5,4-d]pyrimidi... The reactants are Cl (hydrochloric acid), COP(OC)(=O)CNCC(=O)O (N-carboxymethyl-aminomethyl-phosphonic acid dimethyl ester). Product: P(=O)(O)(O)CNCC(=O)O (N-phosphonomethyl-glycine). The yield is 65.0%. Reaction SMILES: Cl.C[O:3][P:4]([CH2:8][NH:9][CH2:10][C:11]([OH:13])=[O:12])(=[O:7])[O:5]C>>[P:4]([CH2:8][NH:9][CH2:10][C:11]([OH:13])=[O:12])([OH:7])([OH:5])=[O:3]. Procedure: 60 ml. of concentrated hydrochloric acid are added to 9.85 g. (0.05 moles) of N-carboxymethyl-aminomethyl-phosphonic acid dimethyl ester, and the mixture is boiled for 2 hours. The reaction mixture is concentrated to one-fourth volume under a pressure of 80 to 100 mmHg., and the oily residue is triturated with 60 ml. of methanol. The solid substance is filtered when cold, dissolved in 15 to 20 ml. of hot water; the solution is decolorized, cooled, and the product is precipitated with 45 ml. of a... The reactants are C(C)(=O)Cl (Acetyl chloride), O[C@](C(=O)O)(C(F)(F)F)C ((R)-2-hydroxy-2-methyl-3,3,3-trifluoropropanoic acid), ClC1=C(N)C=CC=C1 (2-chloroaniline), N1=CC=CC=C1 (pyridine), O.[OH-].[Li+] (lithium hydroxide monohydrate), C(C(=O)Cl)(=O)Cl (oxalyl chloride). Reagents/catalysts: CN(C)C=O (DMF). Run in C1(=CC=CC=C1)C (toluene), C(Cl)Cl (DCM), C(Cl)Cl (DCM), O (water), C(C)(=O)OCC (ethyl acetate). Conditions: temperature 80 celsius, time 15 hour. Yields the product ClC1=C(C=CC=C1)NC([C@@](C(F)(F)F)(C)O)=O ((R)-N-(2-Chlorophenyl)-2-hydroxy-2-methyl-3,3,3-trifluoropropanamide). The yield is 82.5%. Reaction SMILES: C(Cl)(=O)C.[OH:5][C@@:6]([CH3:14])([C:10]([F:13])([F:12])[F:11])[C:7](O)=[O:8].C(Cl)(=O)C(Cl)=O.[Cl:21][C:22]1[CH:28]=[CH:27][CH:26]=[CH:25][C:23]=1[NH2:24].N1C=CC=CC=1.O.[OH-].[Li+]>C1(C)C=CC=CC=1.C(Cl)Cl.CN(C=O)C.O.C(OCC)(=O)C>[Cl:21][C:22]1[CH:28]=[CH:27][CH:26]=[CH:25][C:23]=1[NH:24][C:7](=[O:8])[C@:6]([OH:5])([CH3:14])[C:10]([F:13])([F:12])[F:11] |f:5.6.7|. Reported procedure: Acetyl chloride (11.7 ml, 164 mmol) was added dropwise to a stirred solution of the (R)-2-hydroxy-2-methyl-3,3,3-trifluoropropanoic acid (Method 9) (10 g, 63 mmol) in toluene (100 ml) cooled in an ice bath. The mixture was then heated to 80° C. and the suspension dissolved to yield a clear solution. After 2 h the reaction mixture was cooled and then concentrated to yield a slight brown oil. This oil was then redissolved in DCM (140 ml) and DMF (4 drops) was added followed by oxalyl chloride (6 m... Reactants: BrCc1ccccc1, O=c1[nH]cc(Cc2ccccc2)cc1Br, [H-], [Na+], CN(C)C=O. Product: O=c1c(Br)cc(Cc2ccccc2)cn1Cc1ccccc1. As a reaction SMILES: [Br:18][CH2:19][c:20]1[cH:21][cH:22][cH:23][cH:24][cH:25]1.[CH2:1]([c:2]1[cH:3][cH:4][cH:5][cH:6][cH:7]1)[c:8]1[cH:9][c:10]([Br:15])[c:11](=[O:14])[nH:12][cH:13]1.[H-:17].[Na+:16].[O:26]=[CH:27][N:28]([CH3:29])[CH3:30]>>[CH2:1]([c:2]1[cH:3][cH:4][cH:5][cH:6][cH:7]1)[c:8]1[cH:9][c:10]([Br:15])[c:11](=[O:14])[n:12]([CH2:19][c:20]2[cH:21][cH:22][cH:23][cH:24][cH:25]2)[cH:13]1.